This data is from the Open Reaction Database (ORD), a public repository of structured organic reaction records. The task is: describe an organic reaction: reactants, conditions, products, and yield The reactants are C(C1=CC=CC=C1)NC1CCC(CC1)(C(=O)OC)C (methyl 4-(N-benzylamino)-1-methyl-1-cyclohexanecarboxylate), [H][H] (hydrogen). The reagents and catalysts are [C].[Pd] (palladium-carbon). The solvent is CO (methanol). Run at time 20 hour. Product: NC1CCC(CC1)(C(=O)OC)C (methyl 4-amino-1-methyl-1-cyclohexanecarboxylate). Yield: 68.9%. Reaction SMILES: C([NH:8][CH:9]1[CH2:14][CH2:13][C:12]([CH3:19])([C:15]([O:17][CH3:18])=[O:16])[CH2:11][CH2:10]1)C1C=CC=CC=1.[H][H]>CO.[C].[Pd]>[NH2:8][CH:9]1[CH2:10][CH2:11][C:12]([CH3:19])([C:15]([O:17][CH3:18])=[O:16])[CH2:13][CH2:14]1 |f:3.4|. Reported procedure: 0.2 g of 10% palladium-carbon was added to a solution of 3.1 g of methyl 4-(N-benzylamino)-1-methyl-1-cyclohexanecarboxylate (Example 15) in 200 ml of methanol. The solution was reacted at room temperature under normal-pressure hydrogen gas. The reaction was stopped after 20 hours, the catalyst was filtered out, and the solvent was removed in vacuo from the filtrate. As a result, 1.4 g of methyl 4-amino-1-methyl-1-cyclohexanecarboxylate was obtained as a pale yellow oil, which had the following ... Reactants: C1CCOC1, CI, [H-], [Na+], CCOC(=O)c1cc(C(=O)OCC)cc(-c2ncc[nH]2)c1. Yields the product CCOC(=O)c1cc(C(=O)OCC)cc(-c2nccn2C)c1. RXN SMILES: [CH2:26]1[O:27][CH2:28][CH2:29][CH2:30]1.[CH3:24][I:25].[H-:23].[Na+:22].[nH:1]1[c:2](-[c:6]2[cH:7][c:8]([C:17](=[O:18])[O:19][CH2:20][CH3:21])[cH:9][c:10]([C:11](=[O:12])[O:13][CH2:14][CH3:15])[cH:16]2)[n:3][cH:4][cH:5]1>>[n:1]1([CH3:24])[c:2](-[c:6]2[cH:7][c:8]([C:17](=[O:18])[O:19][CH2:20][CH3:21])[cH:9][c:10]([C:11](=[O:12])[O:13][CH2:14][CH3:15])[cH:16]2)[n:3][cH:4][cH:5]1. The reactants are O=C1C(CCCCCCCCCC1)CCC(=O)O (β-(2-oxocyclododecyl)propionic acid), S(=O)(Cl)Cl (thionyl chloride). Run in C1=CC=CC=C1 (benzene). Run at time 8 hour. The product is O=C1C(CCCCCCCCCC1)CCC(=O)Cl (β-(2-oxocyclododecyl)propionic acid chloride). As a reaction SMILES: [O:1]=[C:2]1[CH2:13][CH2:12][CH2:11][CH2:10][CH2:9][CH2:8][CH2:7][CH2:6][CH2:5][CH2:4][CH:3]1[CH2:14][CH2:15][C:16]([OH:18])=O.S(Cl)([Cl:21])=O>C1C=CC=CC=1>[O:1]=[C:2]1[CH2:13][CH2:12][CH2:11][CH2:10][CH2:9][CH2:8][CH2:7][CH2:6][CH2:5][CH2:4][CH:3]1[CH2:14][CH2:15][C:16]([Cl:21])=[O:18]. Reported procedure: Ten parts of β-(2-oxocyclododecyl)propionic acid, 6 parts of thionyl chloride, and 35 parts of anhydrous benzene were placed into a reactor and allowed to stand at 0° C for 3 hours and further at room temperature overnight. Then, the excess amount of thionyl chloride and the benzene were distilled off under reduced pressure to give β-(2-oxocyclododecyl)propionic acid chloride. The acid chloride was dissolved in 25 parts of benzene. Into the resulting solution was added dropwise 35 parts of benze...